This data is from the Open Reaction Database (ORD), a public repository of structured organic reaction records. The task is: describe an organic reaction: reactants, conditions, products, and yield The reactants are ClC=1C=CC(=C(C1)C1=CC(N(C=C1OC)C(C(=O)O)CC)=O)C#N (2-[4-(5-chloro-2-cyanophenyl)-5-methoxy-2-oxopyridin-1(2H)-yl]butanoic acid), NC1=CC=C(C=C1)C1=CC(NN1C(=O)OC(C)(C)C)=O (tert-butyl 5-(4-aminophenyl)-3-oxo-2,3-dihydro-1H-pyrazole-1-carboxylate). Yields the product ClC=1C=CC(=C(C1)C1=CC(N(C=C1OC)C(C(=O)NC1=CC=C(C=C1)C1=CC(NN1C(=O)OC(C)(C)C)=O)CC)=O)C#N (tert-Butyl 5-[4-({2-[4-(5-chloro-2-cyanophenyl)-5-methoxy-2-oxopyridin-1(2H)-yl]butanoyl}amino)phenyl]-3-oxo-2,3-dihydro-1H-pyrazole-1-carboxylate). RXN SMILES: [Cl:1][C:2]1[CH:3]=[CH:4][C:5]([C:23]#[N:24])=[C:6]([C:8]2[C:13]([O:14][CH3:15])=[CH:12][N:11]([CH:16]([CH2:20][CH3:21])[C:17](O)=[O:18])[C:10](=[O:22])[CH:9]=2)[CH:7]=1.[NH2:25][C:26]1[CH:31]=[CH:30][C:29]([C:32]2[N:36]([C:37]([O:39][C:40]([CH3:43])([CH3:42])[CH3:41])=[O:38])[NH:35][C:34](=[O:44])[CH:33]=2)=[CH:28][CH:27]=1>>[Cl:1][C:2]1[CH:3]=[CH:4][C:5]([C:23]#[N:24])=[C:6]([C:8]2[C:13]([O:14][CH3:15])=[CH:12][N:11]([CH:16]([CH2:20][CH3:21])[C:17]([NH:25][C:26]3[CH:31]=[CH:30][C:29]([C:32]4[N:36]([C:37]([O:39][C:40]([CH3:42])([CH3:41])[CH3:43])=[O:38])[NH:35][C:34](=[O:44])[CH:33]=4)=[CH:28][CH:27]=3)=[O:18])[C:10](=[O:22])[CH:9]=2)[CH:7]=1. Procedure: 87 mg (0.25 mmol) of 2-[4-(5-chloro-2-cyanophenyl)-5-methoxy-2-oxopyridin-1(2H)-yl]butanoic acid (racemate) and 84 mg (purity 90%, 0.28 mmol, 1.1 eq.) of tert-butyl 5-(4-aminophenyl)-3-oxo-2,3-dihydro-1H-pyrazole-1-carboxylate were reacted according to General Method 5A. The crude product was purified by preparative HPLC (Reprosil C18, water/acetonitrile gradient). Yield: 17 mg (purity 70%, 8% of theory) Starting materials: CC(C)COc1ccc(S(C)(=O)=O)cc1C(=O)O, CCOC(C)=O, CC#N, Cl, c1ccc2ncc(N3CCNCC3)cc2c1. The product is CC(C)COc1ccc(S(C)(=O)=O)cc1C(=O)N1CCN(c2cnc3ccccc3c2)CC1. RXN SMILES: [CH2:18]([CH:19]([CH3:20])[CH3:21])[O:22][c:23]1[c:24]([C:25](=[O:26])[OH:27])[cH:28][c:29]([S:32](=[O:33])(=[O:34])[CH3:35])[cH:30][cH:31]1.[CH3:36][CH2:37][O:38][C:39](=[O:40])[CH3:41].[CH3:42][C:43]#[N:44].[ClH:1].[N:2]1([c:8]2[cH:9][n:10][c:11]3[cH:12][cH:13][cH:14][cH:15][c:16]3[cH:17]2)[CH2:3][CH2:4][NH:5][CH2:6][CH2:7]1>>[N:2]1([c:8]2[cH:9][n:10][c:11]3[cH:12][cH:13][cH:14][cH:15][c:16]3[cH:17]2)[CH2:3][CH2:4][N:5]([C:25]([c:24]2[c:23]([O:22][CH2:18][CH:19]([CH3:20])[CH3:21])[cH:31][cH:30][c:29]([S:32](=[O:33])(=[O:34])[CH3:35])[cH:28]2)=[O:26])[CH2:6][CH2:7]1. The reactants are C1(=C(C(=CC(=C1)C)C)C1C(CC1)C(=O)Cl)C (1-Mesityl-cyclobutan-2-oic acid chloride), [CH-]1C=CC=C1.[CH-]1C=CC=C1.[Fe+2] (ferrocene), [Cl-].[Al+3].[Cl-].[Cl-] (aluminium chloride). Solvent: C(Cl)Cl (methylene chloride). Conditions: time 1 hour. Yields the product C1(=C(C(=CC(=C1)C)C)C1C(CC1)C(=O)[C-]1C=CC=C1)C.[CH-]1C=CC=C1.[Fe+2] (1-mesityl-2-ferrocenoyl cyclobutane). Isolated yield 20.0%. RXN SMILES: [C:1]1([CH3:16])[CH:6]=[C:5]([CH3:7])[CH:4]=[C:3]([CH3:8])[C:2]=1[CH:9]1[CH2:12][CH2:11][CH:10]1[C:13](Cl)=[O:14].[CH-:17]1[CH:21]=[CH:20][CH:19]=[CH:18]1.[CH-:22]1[CH:26]=[CH:25][CH:24]=[CH:23]1.[Fe+2:27].[Cl-].[Al+3].[Cl-].[Cl-]>C(Cl)Cl>[C:1]1([CH3:16])[CH:6]=[C:5]([CH3:7])[CH:4]=[C:3]([CH3:8])[C:2]=1[CH:9]1[CH2:12][CH2:11][CH:10]1[C:13]([C-:17]1[CH:21]=[CH:20][CH:19]=[CH:18]1)=[O:14].[CH-:22]1[CH:26]=[CH:25][CH:24]=[CH:23]1.[Fe+2:27] |f:1.2.3,4.5.6.7,9.10.11|. Reported procedure: 1-Mesityl-cyclobutan-2-oic acid chloride (assumed to be 0.1 mole) and ferrocene (18.6g; 0.1 mole) in dry methylene chloride (200 ml) were stirred at 0°-5° and aluminium chloride (20g; 0.15 mole) was added. The mixture was stirred at 0°-5° for 30 minutes and at room temperature for 1 hr; ice was added slowly and the organic fraction was separated. The aqueous fraction was extracted with chloroform, and the combined organic fractions were washed with water and dried (magnesium sulphate). The solve...